This data is from the Open Reaction Database (ORD), a public repository of structured organic reaction records. The task is: describe an organic reaction: reactants, conditions, products, and yield Starting materials: N1(CCOCC1)C=1N=C(NC(C1)=O)CC(=O)[O-].[Na+] (sodium [4-(morpholin-4-yl)-6-oxo-1,6-dihydropyrimidin-2-yl]acetate), FC1=C2CCNC2=CC=C1 (4-fluoro-2,3-dihydro-1 H-indole), Cl.CN(CCCN=C=NCC)C (N-[3-(dimethylamino)propyl]-N′-ethylcarbodiimide hydrochloride). The solvent is N1=CC=CC=C1 (pyridine), CN(C=O)C (N,N-dimethylformamide). Product: FC1=C2CCN(C2=CC=C1)C(CC1=NC(=CC(N1)=O)N1CCOCC1)=O (2-[2-(4-fluoro-2,3-dihydro-1 H-indol-1-yl)-2-oxoethyl]-6-(morpholin-4-yl)pyrimidin-4(3 H)-one). Yield: 69.5%. RXN SMILES: [N:1]1([C:7]2[N:8]=[C:9]([CH2:14][C:15]([O-:17])=O)[NH:10][C:11](=[O:13])[CH:12]=2)[CH2:6][CH2:5][O:4][CH2:3][CH2:2]1.[Na+].[F:19][C:20]1[CH:28]=[CH:27][CH:26]=[C:25]2[C:21]=1[CH2:22][CH2:23][NH:24]2.Cl.CN(C)CCCN=C=NCC>N1C=CC=CC=1.CN(C)C=O>[F:19][C:20]1[CH:28]=[CH:27][CH:26]=[C:25]2[C:21]=1[CH2:22][CH2:23][N:24]2[C:15](=[O:17])[CH2:14][C:9]1[NH:10][C:11](=[O:13])[CH:12]=[C:7]([N:1]2[CH2:2][CH2:3][O:4][CH2:5][CH2:6]2)[N:8]=1 |f:0.1,3.4|. Procedure details: The product is prepared according to the procedure described in example 5, using 261 mg of sodium [4-(morpholin-4-yl)-6-oxo-1,6-dihydropyrimidin-2-yl]acetate, 274 mg of 4-fluoro-2,3-dihydro-1 H-indole, and 254 mg of N-[3-(dimethylamino)propyl]-N′-ethylcarbodiimide hydrochloride in a mixture of 0.16 ml of pyridine and 4 ml of N,N-dimethylformamide. 249 mg of 2-[2-(4-fluoro-2,3-dihydro-1 H-indol-1-yl)-2-oxoethyl]-6-(morpholin-4-yl)pyrimidin-4(3 H)-one are obtained in the form of a white solid, the... Starting materials: N#Cc1ccc(N(Cc2cccc(OCc3ccccc3)c2)n2cnnc2)cc1, C1CCOC1, CO, [H][H]. The product is N#Cc1ccc(N(Cc2cccc(O)c2)n2cnnc2)cc1. Reaction SMILES: [CH2:1]([c:2]1[cH:3][cH:4][cH:5][cH:6][cH:7]1)[O:8][c:9]1[cH:10][c:11]([CH2:12][N:13]([n:14]2[cH:15][n:16][n:17][cH:18]2)[c:19]2[cH:20][cH:21][c:22]([C:25]#[N:26])[cH:23][cH:24]2)[cH:27][cH:28][cH:29]1.[CH2:32]1[O:33][CH2:34][CH2:35][CH2:36]1.[CH3:37][OH:38].[H:30][H:31]>>[OH:8][c:9]1[cH:10][c:11]([CH2:12][N:13]([n:14]2[cH:15][n:16][n:17][cH:18]2)[c:19]2[cH:20][cH:21][c:22]([C:25]#[N:26])[cH:23][cH:24]2)[cH:27][cH:28][cH:29]1. Reactants: NC1=C(C(=C(C(=O)O)C=C1O)NC1=C(C=CC=C1)F)F (4-Amino-3-fluoro-2-((2-fluorophenyl)amino)-5-hydroxybenzoic acid), C1(=CC=C(C=C1)S(=O)(=O)O)C (p-toluenesulfonic acid), C1(=CC=C(C=C1)S(=O)(=O)[O-])C.[NH+]1=CC=CC=C1 (pyridinium toluene-4-sulphonate), S(O)(O)(=O)=O (sulfuric acid), aliphatic and aromatic hydrocarbon, aliphatic and aromatic halo-hydrocarbon, ketone, ester, nitrile, amide, S1(=O)(=O)CCCC1 (sulfolane), C(C)(=O)OC (methyl acetate), COC(OC)OC (trimethoxymethane). The solvent is C(C)(=O)OCC (ethyl acetate), CN1CCCN(C1=O)C (DMPU), CN(C)P(=O)(N(C)C)N(C)C (HMPA), CS(=O)C (DMSO), CCOCC (ether), C(C)(=O)O (acetic acid), C(=O)O (formic acid). Yields the product FC1=C(C(=CC2=C1N=CO2)C(=O)O)NC2=C(C=CC=C2)F (4-Fluoro-5-((2-fluorophenyl)amino)benzo[d]oxazole-6-carboxylic acid). Reaction SMILES: [NH2:1][C:2]1[C:10]([OH:11])=[CH:9][C:5]([C:6]([OH:8])=[O:7])=[C:4]([NH:12][C:13]2[CH:18]=[CH:17][CH:16]=[CH:15][C:14]=2[F:19])[C:3]=1[F:20].[C:21]1(C)C=CC(S(O)(=O)=O)=CC=1.C1(C)C=CC(S([O-])(=O)=O)=CC=1.[NH+]1C=CC=CC=1.S(=O)(=O)(O)O.S1(CCCC1)(=O)=O.C(OC)(=O)C.COC(OC)OC>C(OCC)(=O)C.CN1C(=O)N(C)CCC1.CN(P(N(C)C)(N(C)C)=O)C.CS(C)=O.CCOCC.C(O)(=O)C.C(O)=O>[F:20][C:3]1[C:2]2[N:1]=[CH:21][O:11][C:10]=2[CH:9]=[C:5]([C:6]([OH:8])=[O:7])[C:4]=1[NH:12][C:13]1[CH:18]=[CH:17][CH:16]=[CH:15][C:14]=1[F:19] |f:2.3|. Reported procedure: 4-Amino-3-fluoro-2-((2-fluorophenyl)amino)-5-hydroxybenzoic acid can be cyclized in the presence of acid (such as p-toluenesulfonic acid, pyridinium toluene-4-sulphonate, formic acid, acetic acid, sulfuric acid) in appropriate solvent (include aliphatic and aromatic hydrocarbon (such as pentane, hexane, heptane, cyclohexane, petroleum ether, petrol, gasoline, benzene, toluene, xylene), aliphatic and aromatic halo-hydrocarbon (such as dichloromethane, 1,2-dichloroethane, chloroform, phenixin, chl... RXN SMILES: [CH3:1][c:2]1[n:3][c:4]([CH3:12])[cH:5][c:6]2[cH:7][cH:8][cH:9][cH:10][c:11]12.[K+:13].[Na+:20].[O-:14][N+:15]([O-:16])=[O:17].[OH-:19].[OH2:18].[S:21](=[O:22])(=[O:23])([OH:24])[OH:25]>>[CH3:1][c:2]1[n:3][c:4]([CH3:12])[cH:5][c:6]2[c:7]([N+:15](=[O:14])[O-:16])[cH:8][cH:9][cH:10][c:11]12. The reactants are Cc1cc2ccccc2c(C)n1, [K+], [Na+], O=[N+]([O-])[O-], [OH-], O, O=S(=O)(O)O. Yields the product Cc1cc2c([N+](=O)[O-])cccc2c(C)n1. Starting materials: C(C1=CC=CC=C1)N(C(=S)N)C1=CC=C(C=C1)[N+](=O)[O-] (benzyl-(4-nitrophenyl) thiourea), O.O.Cl[Sn]Cl (SnCl2.2H2O), CCOC(=O)C (EtOAc). Run in CO (MeOH). Product: NC1=CC=C(C=C1)N(C(=S)N)CC1=CC=CC=C1 ((4-aminophenyl)-benzyl thiourea). Isolated yield 74.6%. As a reaction SMILES: [CH2:1]([N:8]([C:12]1[CH:17]=[CH:16][C:15]([N+:18]([O-])=O)=[CH:14][CH:13]=1)[C:9]([NH2:11])=[S:10])[C:2]1[CH:7]=[CH:6][CH:5]=[CH:4][CH:3]=1.O.O.Cl[Sn]Cl.CCOC(C)=O>CO>[NH2:18][C:15]1[CH:14]=[CH:13][C:12]([N:8]([CH2:1][C:2]2[CH:3]=[CH:4][CH:5]=[CH:6][CH:7]=2)[C:9]([NH2:11])=[S:10])=[CH:17][CH:16]=1 |f:1.2.3|. Procedure: In Example 107, reduction of the nitro group in compound 342 by reaction with stannous chloride in methanol proceeded selectively and resulted in the formation of amino derivative 343 in high yield, as follows: A mixture of thiourea 342 (0.287 g, 1 mmol) and SnCl2.2H2O (0.5 g, 2.2 mmol) in MeOH (25 mL) was refluxed for 4 hours, cooled to room temperature, then poured into EtOAc (150 mL. The mixture was sequentially washed with saturated NaHCO3 (5×20 mL) and H2O (3×20 mL), dried over MgSO4, then ... Starting materials: [N+](=O)([O-])C=1C=C(C(=O)C(C(=O)O)C)C=CC1Cl (3-nitro-4-chloro-benzoyl-propionic acid), C=O (formaldehyde), [OH-].[Na+] (sodium hydroxide), Cl (hydrochloric acid). Yields the product [N+](=O)([O-])C=1C=C(C(=O)C(CC(=O)O)CO)C=CC1Cl (3-(3-nitro-4-chlorobenzoyl)-3-hydroxymethyl-propionic acid). As a reaction SMILES: [N+:1]([C:4]1[CH:5]=[C:6]([CH:14]=[CH:15][C:16]=1[Cl:17])[C:7]([CH:9]([CH3:13])[C:10]([OH:12])=O)=[O:8])([O-:3])=[O:2].[CH2:18]=[O:19].Cl.[OH-:21].[Na+]>>[N+:1]([C:4]1[CH:5]=[C:6]([CH:14]=[CH:15][C:16]=1[Cl:17])[C:7]([CH:9]([CH2:10][OH:12])[CH2:13][C:18]([OH:21])=[O:19])=[O:8])([O-:3])=[O:2] |f:3.4|. Reported procedure: 25 g of 3-nitro-4-chloro-benzoyl-propionic acid are stirred together with 25 ml of a 35% formaldehyde solution and 220 ml of 0.5N sodium hydroxide solution for 16 hours at room temperature. The reaction mixture is adjusted with 2N hydrochloric acid to pH 3, and is extracted with ethyl acetate. The ethyl acetate phases are washed with water, dried over sodium sulfate and concentrated by evaporation. The 3-(3-nitro-4-chlorobenzoyl)-3-hydroxymethyl-propionic acid obtained as residue is refluxed tog... Reactants: C(C1=CC=CC=C1)OC1=CC=C(C=C1)O (4-benzyloxyphenol), C([O-])([O-])=O.[Cs+].[Cs+] (cesium carbonate), FC(S(=O)(=O)OCC(F)(F)F)(F)F (2,2,2-trifluoroethyl trifluoromethanesulfonate). Solvent: CN(C)C=O (DMF). Conditions: temperature 50 celsius. Yields the product FC(COC1=CC=C(C=C1)OCC1=CC=CC=C1)(F)F (benzyl 4-(2,2,2-trifluoroethoxy)phenyl ether). Isolated yield 106.1%. As a reaction SMILES: [CH2:1]([O:8][C:9]1[CH:14]=[CH:13][C:12]([OH:15])=[CH:11][CH:10]=1)[C:2]1[CH:7]=[CH:6][CH:5]=[CH:4][CH:3]=1.C(=O)([O-])[O-].[Cs+].[Cs+].FC(F)(F)S(O[CH2:28][C:29]([F:32])([F:31])[F:30])(=O)=O>CN(C=O)C>[F:30][C:29]([F:32])([F:31])[CH2:28][O:15][C:12]1[CH:11]=[CH:10][C:9]([O:8][CH2:1][C:2]2[CH:3]=[CH:4][CH:5]=[CH:6][CH:7]=2)=[CH:14][CH:13]=1 |f:1.2.3|. Procedure: To a 20 ml DMF solution of 4-benzyloxyphenol (3.35 g, 16.7 mmol) and cesium carbonate (6.02 g, 18.5 mmol) was added 2,2,2-trifluoroethyl trifluoromethanesulfonate (4.29 g, 18.4 mmol) upon cooling in an ice-water bath. The cooling bath was removed and the reaction mixture was heated to 50° C. for 1 hr. The reaction mixture was diluted with AcOEt and water. The organic layer was separated, washed with 1N hydrochloric acid, dried over anhydrous Na2SO4, filtered, and concentrated to give benzyl 4-(2...